From a dataset of the Open Reaction Database (ORD), a public repository of structured organic reaction records. describe an organic reaction: reactants, conditions, products, and yield The reactants are N([C@@H](CC(OC1CCCCC1)=O)C(=O)O)C(=O)OC(C)(C)C.OC1[C@@H](O)[C@@H](O)[C@H](OCC2=CC=C(C)C=C2)[C@H](O1)CO (Boc-Asp(O-cHex) Man(4-MBzl)). Run in C(=O)(C(F)(F)F)O.C(Cl)Cl (TFA methylene chloride). Product: N[C@@H](CC(OC1CCCCC1)=O)C(=O)O.OC1[C@@H](O)[C@@H](O)[C@H](OCC2=CC=C(C)C=C2)[C@H](O1)CO (Asp(O-cHex) Man(4-MBzl)). Yield: 107.8%. RXN SMILES: [NH:1](C(OC(C)(C)C)=O)[C@H:2]([C:13]([OH:15])=[O:14])[CH2:3][C:4](=[O:12])[O:5][CH:6]1[CH2:11][CH2:10][CH2:9][CH2:8][CH2:7]1.[OH:23][CH:24]1[O:40][C@H:39]([CH2:41][OH:42])[C@@H:29]([O:30][CH2:31][C:32]2[CH:38]=[CH:37][C:35]([CH3:36])=[CH:34][CH:33]=2)[C@H:27]([OH:28])[C@@H:25]1[OH:26]>C(O)(C(F)(F)F)=O.C(Cl)Cl>[NH2:1][C@H:2]([C:13]([OH:15])=[O:14])[CH2:3][C:4](=[O:12])[O:5][CH:6]1[CH2:11][CH2:10][CH2:9][CH2:8][CH2:7]1.[OH:23][CH:24]1[O:40][C@H:39]([CH2:41][OH:42])[C@@H:29]([O:30][CH2:31][C:32]2[CH:38]=[CH:37][C:35]([CH3:36])=[CH:34][CH:33]=2)[C@H:27]([OH:28])[C@@H:25]1[OH:26] |f:0.1,2.3,4.5|. Procedure details: Boc-Asp(O-cHex)-Man(4-MBzl) (52 g) was treated with 50% TFA/methylene chloride (400 mL) for 45 min at room temperature. The solvent was evaporated and chased several times with methylene chloride to eliminate traces of TFA. The product precipitated as its TFA salt upon addition of ether. The solid was collected and air dried to yield a white solid (46.7 g, 88%). Reactants: CNOC, O=C=Nc1ccc(Oc2ccc3ccccc3c2)c(C(F)(F)F)c1, c1ccccc1. Yields the product CON(C)C(=O)Nc1ccc(Oc2ccc3ccccc3c2)c(C(F)(F)F)c1. As a reaction SMILES: [CH3:25][NH:26][O:27][CH3:28].[F:1][C:2]([c:3]1[cH:4][c:5]([N:20]=[C:21]=[O:22])[cH:6][cH:7][c:8]1[O:9][c:10]1[cH:11][c:12]2[cH:13][cH:14][cH:15][cH:16][c:17]2[cH:18][cH:19]1)([F:23])[F:24].[cH:29]1[cH:30][cH:31][cH:32][cH:33][cH:34]1>>[F:1][C:2]([c:3]1[cH:4][c:5]([NH:20][C:21](=[O:22])[N:26]([CH3:25])[O:27][CH3:28])[cH:6][cH:7][c:8]1[O:9][c:10]1[cH:11][c:12]2[cH:13][cH:14][cH:15][cH:16][c:17]2[cH:18][cH:19]1)([F:23])[F:24]. Starting materials: C(C)=C1C(OC2=CC=C(C=C2C1=S)C)C1=CC=CC=C1 (3-ethylidene-6-methyl-thioflavanone), ClC1=CC(=CC=C1)C(=O)OO (meta-chloroperbenzoic acid). Solvent: C(Cl)Cl (methylene chloride). Yields the product C(C)=C1C([O+](C2=CC=C(C=C2C1=S)C)[O-])C1=CC=CC=C1 (3-ethylidene-6-methyl-thioflavanone-1-oxide). As a reaction SMILES: [CH:1](=[C:3]1[C:12](=[S:13])[C:11]2[C:6](=[CH:7][CH:8]=[C:9]([CH3:14])[CH:10]=2)[O:5][CH:4]1[C:15]1[CH:20]=[CH:19][CH:18]=[CH:17][CH:16]=1)[CH3:2].ClC1C=CC=C(C(OO)=[O:29])C=1>C(Cl)Cl>[CH:1](=[C:3]1[C:12](=[S:13])[C:11]2[C:6](=[CH:7][CH:8]=[C:9]([CH3:14])[CH:10]=2)[O+:5]([O-:29])[CH:4]1[C:15]1[CH:20]=[CH:19][CH:18]=[CH:17][CH:16]=1)[CH3:2]. Reported procedure: A cooled solution of 0.28 g 3-ethylidene-6-methyl-thioflavanone and 0.2 g meta-chloroperbenzoic acid in 3 ml methylene chloride is stirred at 0° C. for 5 minutes. After filtration the organic phase is washed with saturated sodium bicarbonate aqueous solution, then with water, dried over magnesium sulfate and evaporated. The crude solid is crystallized in cyclohexane. Pure 3-ethylidene-6-methyl-thioflavanone-1-oxide is obtained as yellow crystals; m.p. 151°-160° C. The reactants are N(=[N+]=[N-])CC1=CC=C2C(=CC(OC2=C1)=O)C1=CC(=CC=C1)C (7-(azidomethyl)-4-(3-methylphenyl)-2H-chromen-2-one), C(C)C(C#C)(CC)O (3-ethyl-1-pentyn-3-ol), C1CCOC1 (THF). The reagents and catalysts are [Cu](I)I (copper iodide). The solvent is C(C)(=O)OCC (ethyl acetate). Reaction conditions: time 8 hour. Yields the product C(C)C(CC)(O)C=1N=NN(C1)CC1=CC=C2C(=CC(OC2=C1)=O)C1=CC(=CC=C1)C (7-{[4-(1-ethyl-1-hydroxypropyl)-1H-1,2,3-triazol-1-yl]methyl}-4-(3-methylphenyl)-2H-chromen-2-one). As a reaction SMILES: [N:1]([CH2:4][C:5]1[CH:14]=[C:13]2[C:8]([C:9]([C:16]3[CH:21]=[CH:20][CH:19]=[C:18]([CH3:22])[CH:17]=3)=[CH:10][C:11](=[O:15])[O:12]2)=[CH:7][CH:6]=1)=[N+:2]=[N-:3].[CH2:23]([C:25]([OH:30])([CH2:28][CH3:29])[C:26]#[CH:27])[CH3:24].C1COCC1>C(OCC)(=O)C.[Cu](I)I>[CH2:26]([C:25]([C:23]1[N:3]=[N:2][N:1]([CH2:4][C:5]2[CH:14]=[C:13]3[C:8]([C:9]([C:16]4[CH:21]=[CH:20][CH:19]=[C:18]([CH3:22])[CH:17]=4)=[CH:10][C:11](=[O:15])[O:12]3)=[CH:7][CH:6]=2)[CH:24]=1)([OH:30])[CH2:28][CH3:29])[CH3:27]. Procedure details: To a solution of 7-(azidomethyl)-4-(3-methylphenyl)-2H-chromen-2-one (100 mg, 0.34 mmol) and 3-ethyl-1-pentyn-3-ol (46 mg, 0.41 mmol) in THF (4 mL) N,N-diisopropylethylamine (296 uL, 1.7 mmol) and copper iodide (97 mg, 0.51 mmol) were added. After overnight stirring, the reaction was diluted with ethyl acetate, filtered and washed with water and brine. The organic layer was then dried over MgSO4, filtered and concentrated. The crude residue obtained was purified by column chromatography (acetone... Starting materials: CC(C)C1=C(C(=CC=C1)C(C)C)NC(COC(C)=O)=O (N-[2,6-bis(1-methylethyl)phenyl]-2-acetoxyacetamide), [OH-].[Na+] (sodium hydroxide). Run in CO (methanol). Conditions: time 1 hour. Yields the product CC(C)C1=C(C(=CC=C1)C(C)C)NC(CO)=O (N-[2,6-Bis(1-methylethyl)phenyl]-2-hydroxyacetamide). Isolated yield 94.9%. As a reaction SMILES: [CH3:1][CH:2]([C:4]1[CH:9]=[CH:8][CH:7]=[C:6]([CH:10]([CH3:12])[CH3:11])[C:5]=1[NH:13][C:14](=[O:20])[CH2:15][O:16]C(=O)C)[CH3:3].[OH-].[Na+]>CO>[CH3:3][CH:2]([C:4]1[CH:9]=[CH:8][CH:7]=[C:6]([CH:10]([CH3:11])[CH3:12])[C:5]=1[NH:13][C:14](=[O:20])[CH2:15][OH:16])[CH3:1] |f:1.2|. Procedure: To a solution of N-[2,6-bis(1-methylethyl)phenyl]-2-acetoxyacetamide (Example N) (5.7 g, 20.6 mmol) in methanol (50 mL) is added 2M sodium hydroxide solution (20 mL). The solution is stirred at room temperature for 1 hour. The mixture is concentrated, diluted with water, and extracted three times with ethyl acetate. The combined organic extracts are washed with brine, dried over magnesium sulfate, and concentrated to afford 4.6 g of the title compound as an off-white solid; mp 164°-166° C.